Dataset: the Open Reaction Database (ORD), a public repository of structured organic reaction records. Task: describe an organic reaction: reactants, conditions, products, and yield Procedure details: Essentially prepared according to Procedure F using 2,4-dichloro-5,7-difluoro-3-methylquinoline (270 mg, 1.10 mmol) and 5-fluoro-2-(methylthio)phenylboronic acid to give 4-chloro-5,7-difluoro-2-(5-fluoro-2-(methylthio)phenyl)-3-methylquinoline. Mass Spectrum (ESI) m/e=354.1 (M+1). Yields the product ClC1=C(C(=NC2=CC(=CC(=C12)F)F)C1=C(C=CC(=C1)F)SC)C (4-chloro-5,7-difluoro-2-(5-fluoro-2-(methylthio)phenyl)-3-methylquinoline). Reactants: ClC1=NC2=CC(=CC(=C2C(=C1C)Cl)F)F (2,4-dichloro-5,7-difluoro-3-methylquinoline), FC=1C=CC(=C(C1)B(O)O)SC (5-fluoro-2-(methylthio)phenylboronic acid). Reaction SMILES: Cl[C:2]1[C:11]([CH3:12])=[C:10]([Cl:13])[C:9]2[C:4](=[CH:5][C:6]([F:15])=[CH:7][C:8]=2[F:14])[N:3]=1.[F:16][C:17]1[CH:18]=[CH:19][C:20]([S:26][CH3:27])=[C:21](B(O)O)[CH:22]=1>>[Cl:13][C:10]1[C:9]2[C:4](=[CH:5][C:6]([F:15])=[CH:7][C:8]=2[F:14])[N:3]=[C:2]([C:19]2[CH:18]=[C:17]([F:16])[CH:22]=[CH:21][C:20]=2[S:26][CH3:27])[C:11]=1[CH3:12]. The reactants are F[C@@](C(=O)Cl)(CCCCCCCC)C(F)(F)F ((S)-(+)-2-fluoro-2-(trifluoromethyl)decanoyl chloride), [H-].[Al+3].[Li+].[H-].[H-].[H-] (lithium aluminum hydride), Cl (hydrochloric acid). Solvent: CCOCC (ether). Reaction conditions: time 3 hour. Product: F[C@@](CO)(CCCCCCCC)C(F)(F)F ((R)-(-)-2-fluoro-2-(trifluoromethyl)-1-decanol). The yield is 55.4%. Reaction SMILES: [F:1][C@:2]([C:14]([F:17])([F:16])[F:15])([CH2:6][CH2:7][CH2:8][CH2:9][CH2:10][CH2:11][CH2:12][CH3:13])[C:3](Cl)=[O:4].[H-].[Al+3].[Li+].[H-].[H-].[H-].Cl>CCOCC>[F:1][C@:2]([C:14]([F:15])([F:16])[F:17])([CH2:6][CH2:7][CH2:8][CH2:9][CH2:10][CH2:11][CH2:12][CH3:13])[CH2:3][OH:4] |f:1.2.3.4.5.6|. Reported procedure: In 10 ml of anhydrous ether was dissolved 1.4 g (5.1 mmol) of (S)-(+)-2-fluoro-2-(trifluoromethyl)decanoyl chloride, and then 0.14 g (3.5 mmol) of lithium aluminum hydride was portion-wise added to the above-obtained solution while the solution was being cooled with ice. The resulting mixture was stirred for 3 hours. Thereafter, 1N hydrochloric acid was portionwise added to the resulting reaction mixture while the mixture was being cooled with ice, and then a reaction product was extracted with ...